This data is from the Open Reaction Database (ORD), a public repository of structured organic reaction records. The task is: describe an organic reaction: reactants, conditions, products, and yield Reactants: C1(=CC=CC=C1)C(O)(C1CCNCC1)C1=CC=CC=C1 (diphenyl(piperidin-4-yl)methanol), FC(C(=O)O)(F)F (trifluoroacetic acid). Solvent: C(Cl)Cl (methylene chloride). Run at time 8 hour. The product is FC(C(=O)O)(F)F.C1(=CC=CC=C1)C(=C1CCNCC1)C1=CC=CC=C1 (4-(diphenylmethylene)piperidine trifluoroacetate). Reaction SMILES: [C:1]1([C:7]([C:15]2[CH:20]=[CH:19][CH:18]=[CH:17][CH:16]=2)([CH:9]2[CH2:14][CH2:13][NH:12][CH2:11][CH2:10]2)O)[CH:6]=[CH:5][CH:4]=[CH:3][CH:2]=1.[F:21][C:22]([F:27])([F:26])[C:23]([OH:25])=[O:24]>C(Cl)Cl>[F:21][C:22]([F:27])([F:26])[C:23]([OH:25])=[O:24].[C:1]1([C:7]([C:15]2[CH:20]=[CH:19][CH:18]=[CH:17][CH:16]=2)=[C:9]2[CH2:10][CH2:11][NH:12][CH2:13][CH2:14]2)[CH:2]=[CH:3][CH:4]=[CH:5][CH:6]=1 |f:3.4|. Procedure: To a solution of diphenyl(piperidin-4-yl)methanol (J. Med. Chem. 1989, 32(1), 105-118) (0.42 g, 1.57 mmol) in methylene chloride (15 mL) was added trifluoroacetic acid (3 mL), and the reaction mixture was stirred at room temperature overnight. The reaction mixture was concentrated to yield the trifluoroacetic acid salt of the title compound. 1H NMR (300 MHz, DMSO-d6) δ ppm 7.35 (tt, J=7.33, 1.65 Hz, 4H), 7.26 (m, 4H), 7.15 (dt, J=6.36, 1.57 Hz, 2H), 3.15 (m, 4H), 2.43 (t, 4H); MS (DCI) m/z 250 (... The reactants are 60, BrCC=C (3-bromo-1-propene), O(CC)CC (1,1'-oxybisethane), ClCC1=CC=C(C=C1)C1=CC=CC=C1 (4-(chloromethyl)-1,1'-biphenyl), [Mg] (magnesium). Run in O1CCCC1 (tetrahydrofuran). Reaction conditions: time 2.5 hour. Product: 60, C(CC=C)C1=CC=C(C=C1)C1=CC=CC=C1 (4-(3-butenyl)-1,1'-biphenyl). As a reaction SMILES: Cl[CH2:2][C:3]1[CH:8]=[CH:7][C:6]([C:9]2[CH:14]=[CH:13][CH:12]=[CH:11][CH:10]=2)=[CH:5][CH:4]=1.[Mg].O(CC)CC.Br[CH2:22][CH:23]=[CH2:24]>O1CCCC1>[CH2:2]([C:3]1[CH:8]=[CH:7][C:6]([C:9]2[CH:14]=[CH:13][CH:12]=[CH:11][CH:10]=2)=[CH:5][CH:4]=1)[CH2:24][CH:23]=[CH2:22]. Reported procedure: To a stirred and refluxing Grignard-complex, previously prepared starting from 89 parts of 4-(chloromethyl)-1,1'-biphenyl and 12.5 parts of magnesium in 350 parts of 1,1'-oxybisethane, is added dropwise a solution of 60 parts of 3-bromo-1-propene in 180 parts of tetrahydrofuran. Upon completion, stirring is continued for 2.50 hours at reflux temperature. The reaction mixture is cooled and poured onto water. The layers are separated and the aqueous phase is extracted with 1,1'-oxybisethane. The c... Starting materials: CN1C(C(=NC(=C1)N1N=CC=2C=NC(=CC21)C2=NC(=CN=C2)C)N2C[C@H](CCC2)NC(OC(C)(C)C)=O)=O (tert-butyl N-[(3S)-1-[4-methyl-6-[6-(6-methylpyrazin-2-yl)pyrazolo[4,3-c]pyridin-1-yl]-3-oxo-pyrazin-2-yl]-3-piperidyl]carbamate). The solvent is C(=O)(C(F)(F)F)O (TFA), ClCCl (dichloromethane). Conditions: time 8 hour. The product is N[C@@H]1CN(CCC1)C=1C(N(C=C(N1)N1N=CC=2C=NC(=CC21)C2=NC(=CN=C2)C)C)=O ((S)-3-(3-aminopiperidin-1-yl)-1-methyl-5-(6-(6-methylpyrazin-2-yl)-1H-pyrazolo[4,3-c]pyridin-1-yl)pyrazin-2(1H)-one). The yield is 19.2%. RXN SMILES: [CH3:1][N:2]1[CH:7]=[C:6]([N:8]2[C:16]3[CH:15]=[C:14]([C:17]4[CH:22]=[N:21][CH:20]=[C:19]([CH3:23])[N:18]=4)[N:13]=[CH:12][C:11]=3[CH:10]=[N:9]2)[N:5]=[C:4]([N:24]2[CH2:29][CH2:28][CH2:27][C@H:26]([NH:30]C(=O)OC(C)(C)C)[CH2:25]2)[C:3]1=[O:38]>C(O)(C(F)(F)F)=O.ClCCl>[NH2:30][C@H:26]1[CH2:27][CH2:28][CH2:29][N:24]([C:4]2[C:3](=[O:38])[N:2]([CH3:1])[CH:7]=[C:6]([N:8]3[C:16]4[CH:15]=[C:14]([C:17]5[CH:22]=[N:21][CH:20]=[C:19]([CH3:23])[N:18]=5)[N:13]=[CH:12][C:11]=4[CH:10]=[N:9]3)[N:5]=2)[CH2:25]1. Reported procedure: A mixture of tert-butyl N-[(3S)-1-[4-methyl-6-[6-(6-methylpyrazin-2-yl)pyrazolo[4,3-c]pyridin-1-yl]-3-oxo-pyrazin-2-yl]-3-piperidyl]carbamate (0.3505 mmol; 181.4 mg) in TFA (1 mL) and dichloromethane (4 ml) was stirred at room temperature overnight. The mixture was concentrated and the residue was purified by reverse phase HPLC to afford 241 as an off-white solid (28.1 mg, 18%). 1H NMR (400 MHz, DMSO) δ 9.47-9.40 (s, 1H), 9.36-9.30 (s, 1H), 8.66-8.57 (s, 2H), 8.48-8.40 (s, 1H), 7.96-7.90 (d, J=2... The reactants are FC=1C=CC(=C(C(=O)O)C1)[N+](=O)[O-] (5-fluoro-2-nitrobenzoic acid), S(=O)(Cl)Cl (thionyl chloride). As a reaction SMILES: [F:1][C:2]1[CH:3]=[CH:4][C:5]([N+:11]([O-:13])=[O:12])=[C:6]([CH:10]=1)[C:7](O)=[O:8].S(Cl)([Cl:16])=O>>[F:1][C:2]1[CH:3]=[CH:4][C:5]([N+:11]([O-:13])=[O:12])=[C:6]([CH:10]=1)[C:7]([Cl:16])=[O:8]. Product: FC=1C=CC(=C(C(=O)Cl)C1)[N+](=O)[O-] (5-Fluoro-2-nitrobenzoyl chloride). Procedure details: A mixture of 5-fluoro-2-nitrobenzoic acid (47.51 g, 0.257 mol) and thionyl chloride (100 mL, 1.370 mol) is refluxed for several hours and concentrated in vacuo to give the title product which is used in Example 2 without further purification. The reactants are B, CSC, CC1CN(c2ccc3c(n2)-c2sc(-c4ncnn4-c4ccc(F)cc4F)cc2CCO3)CC(C)N1C(=O)C(F)(F)F, C1CCOC1. Product: CC1CN(c2ccc3c(n2)-c2sc(-c4ncnn4-c4ccc(F)cc4F)cc2CCO3)CC(C)N1CC(F)(F)F. RXN SMILES: [BH3:45].[CH3:42][S:43][CH3:44].[F:1][c:2]1[c:3](-[n:9]2[n:10][cH:11][n:12][c:13]2-[c:14]2[cH:15][c:16]3[c:22]([s:23]2)-[c:21]2[c:20]([cH:27][cH:26][c:25]([N:28]4[CH2:29][CH:30]([CH3:41])[N:31]([C:35]([C:36]([F:37])([F:38])[F:39])=[O:40])[CH:32]([CH3:34])[CH2:33]4)[n:24]2)[O:19][CH2:18][CH2:17]3)[cH:4][cH:5][c:6]([F:8])[cH:7]1.[O:46]1[CH2:47][CH2:48][CH2:49][CH2:50]1>>[F:1][c:2]1[c:3](-[n:9]2[n:10][cH:11][n:12][c:13]2-[c:14]2[cH:15][c:16]3[c:22]([s:23]2)-[c:21]2[c:20]([cH:27][cH:26][c:25]([N:28]4[CH2:29][CH:30]([CH3:41])[N:31]([CH2:35][C:36]([F:37])([F:38])[F:39])[CH:32]([CH3:34])[CH2:33]4)[n:24]2)[O:19][CH2:18][CH2:17]3)[cH:4][cH:5][c:6]([F:8])[cH:7]1. The reactants are Cl (hydrochloric acid), OO (hydrogen peroxide), N1C(C(C2=CC=C3CCCC3=C12)=O)=O (1,6,7,8-Tetrahydro-1-aza-as-indacene-2,3-dione), [OH-].[Na+] (NaOH). The solvent is O (water), O (water). Run at time 1 hour. The product is NC1=C2CCCC2=CC=C1C(=O)O (4-amino-indan-5-carboxylic acid). Isolated yield 87.0%. RXN SMILES: [OH:1]O.[NH:3]1[C:14]2[C:6](=[CH:7][CH:8]=[C:9]3[C:13]=2[CH2:12][CH2:11][CH2:10]3)[C:5](=[O:15])C1=O.[OH-].[Na+].Cl>O>[NH2:3][C:14]1[C:6]([C:5]([OH:15])=[O:1])=[CH:7][CH:8]=[C:9]2[C:13]=1[CH2:12][CH2:11][CH2:10]2 |f:2.3|. Procedure details: Add 30% aqueous hydrogen peroxide solution (5 mL) in water (44 mL) to a solution of 1,6,7,8-Tetrahydro-1-aza-as-indacene-2,3-dione (3.80 mg, 20.3 mmol) and NaOH (5.03 g, 126 mmol) in water (97 mL) over a period of 30 minutes, stir the mixture at room temperature for 1 h. Acidulate with 1N hydrochloric acid, filter the solid, wash with water and dry to afford 4-amino-indan-5-carboxylic acid (3.13 g, 87%). Dissolve 4-amino-indan-5-carboxylic acid (3.07 g, 17.3 mmol) in ethyl acetate (87 mL) and et... Starting materials: Cc1cc(Br)cc(C)c1N, O=C([O-])O, Cl, N#C[Cu], N#C[K], O=N[O-], [Na+], [Na+], O. Yields the product Cc1cc(Br)cc(C)c1C#N. RXN SMILES: [Br:1][c:2]1[cH:3][c:4]([CH3:10])[c:5]([NH2:9])[c:6]([CH3:8])[cH:7]1.[C:16](=[O:17])([OH:18])[O-:19].[ClH:11].[Cu:24][C:25]#[N:26].[K:21][C:22]#[N:23].[N:12]([O-:13])=[O:14].[Na+:15].[Na+:20].[OH2:27]>>[Br:1][c:2]1[cH:3][c:4]([CH3:10])[c:5]([C:22]#[N:23])[c:6]([CH3:8])[cH:7]1.